This data is from the Open Reaction Database (ORD), a public repository of structured organic reaction records. The task is: describe an organic reaction: reactants, conditions, products, and yield The reactants are C=1C=C[NH+]=CC1.[O-][Cr](=O)(=O)Cl (PCC), CSC1=CC=C(C=C1)C1(C(=CCC1)C1=CC=C(C=C1)F)O (1-(4-(methylthio)phenyl)-2-(4-fluorophenyl)-2-cyclopenten-1-ol). The solvent is C(Cl)Cl (CH2Cl2), CCOCC (Et2O), C(Cl)Cl (CH2Cl2). Reaction conditions: time 1 hour. Product: FC1=CC=C(C=C1)C=1C(CCC1C1=CC=C(C=C1)SC)=O (2-(4-Fluorophenyl)-3-(4-(methylthio)phenyl)-2-cyclopenten-1-one). Isolated yield 68.9%. RXN SMILES: C1C=C[NH+]=CC=1.[O-:7][Cr](Cl)(=O)=O.[CH3:12][S:13][C:14]1[CH:19]=[CH:18][C:17]([C:20]2(O)[CH2:24][CH2:23][CH:22]=[C:21]2[C:25]2[CH:30]=[CH:29][C:28]([F:31])=[CH:27][CH:26]=2)=[CH:16][CH:15]=1>C(Cl)Cl.CCOCC>[F:31][C:28]1[CH:29]=[CH:30][C:25]([C:21]2[C:22](=[O:7])[CH2:23][CH2:24][C:20]=2[C:17]2[CH:18]=[CH:19][C:14]([S:13][CH3:12])=[CH:15][CH:16]=2)=[CH:26][CH:27]=1 |f:0.1|. Reported procedure: To a suspension of PCC (4.5 g, 20.9 mmol) and 10 g of anhydrous 4 Å molecular sieves in 150 mL of CH2Cl2 was added a solution of 2.2 g (7.3 mmol) of 1-(4-(methylthio)phenyl)-2-(4-fluorophenyl)-2-cyclopenten-1-ol in 20 mL CH2Cl2. The mixture was stirred for 1 h at r.t. and then diluted with 300 mL of Et2O. After filtration and concentration, the residue was flash chromatographed with 2:1 hexane/EtOAc to give 1.5 g of the title product.